This data is from the Open Reaction Database (ORD), a public repository of structured organic reaction records. The task is: describe an organic reaction: reactants, conditions, products, and yield The reactants are CO, COC(=O)c1csc(N)n1, COc1cc(O)c(C(=O)Oc2ccccc2)cc1OC, Cc1ccccc1C. Product: COC(=O)c1csc(NCc2cc(OC)c(OC)cc2O)n1. As a reaction SMILES: [CH3:31][OH:32].[NH2:21][c:22]1[s:23][cH:24][c:25]([C:27](=[O:28])[O:29][CH3:30])[n:26]1.[OH:1][c:2]1[c:3]([C:4]([O:5][c:6]2[cH:7][cH:8][cH:9][cH:10][cH:11]2)=[O:12])[cH:13][c:14]([O:19][CH3:20])[c:15]([O:17][CH3:18])[cH:16]1.[c:33]1([CH3:34])[c:35]([CH3:36])[cH:37][cH:38][cH:39][cH:40]1>>[OH:1][c:2]1[c:3]([CH2:4][NH:21][c:22]2[s:23][cH:24][c:25]([C:27](=[O:28])[O:29][CH3:30])[n:26]2)[cH:13][c:14]([O:19][CH3:20])[c:15]([O:17][CH3:18])[cH:16]1. Starting materials: FC(OC1=CC2=C(NC(=N2)SCC2=NC=CC(=C2OC)OC)C=C1)F (5-difluoromethoxy-2-[[(3,4-dimethoxy-2-pyridinyl)methyl]thio]-1H-benzimidazole), [O-]S(=O)(=S)[O-].[Na+].[Na+] (Na2S2O3), Na2WO4·2H2O, C(C)(=O)O (acetic acid), C(=O)([O-])[O-].[Na+].[Na+] (Na2CO3). The solvent is OO (H2O2), CO (methanol), O (water), O (water). Conditions: time 30 minute. The product is COC=1C=CN=C(C1OC)C[S+](C=2NC=3C=CC(=CC3N2)OC(F)F)[O-] (Pantoprazole). Isolated yield 85.0%. RXN SMILES: [F:1][CH:2]([F:25])[O:3][C:4]1[CH:24]=[CH:23][C:7]2[NH:8][C:9]([S:11][CH2:12][C:13]3[C:18]([O:19][CH3:20])=[C:17]([O:21][CH3:22])[CH:16]=[CH:15][N:14]=3)=[N:10][C:6]=2[CH:5]=1.C([O-])([O-])=[O:27].[Na+].[Na+].[O-]S([O-])(=S)=O.[Na+].[Na+].C(O)(=O)C>CO.O.OO>[CH3:22][O:21][C:17]1[CH:16]=[CH:15][N:14]=[C:13]([CH2:12][S+:11]([O-:27])[C:9]2[NH:8][C:7]3[CH:23]=[CH:24][C:4]([O:3][CH:2]([F:1])[F:25])=[CH:5][C:6]=3[N:10]=2)[C:18]=1[O:19][CH3:20] |f:1.2.3,4.5.6|. Reported procedure: 2 g of 5-difluoromethoxy-2-[[(3,4-dimethoxy-2-pyridinyl)methyl]thio]-1H-benzimidazole was suspended in 36 ml of methanol at room temperature, to which 4.1 g of Na2CO3 in 14 ml water was added while stirring. 0.09 g of Na2WO4·2H2O oxidation catalyst was dissolved in 0.74 g H2O2 (50% aqueous solution), and further diluted with 10 ml of water. The oxidant/catalyst solution was added to the reactant/base solution dropwise so that the addition was completed in about 30 minutes while stirring at room ... Starting materials: COC(=O)Cc1c(Cl)ccc2ncc(CN(C)C)cc12, CO, N. Yields the product CN(C)Cc1cnc2ccc(Cl)c(CC(N)=O)c2c1. As a reaction SMILES: [CH3:1][O:2][C:3]([CH2:4][c:5]1[c:6]2[cH:7][c:8]([CH2:16][N:17]([CH3:18])[CH3:19])[cH:9][n:10][c:11]2[cH:12][cH:13][c:14]1[Cl:15])=[O:20].[CH3:22][OH:23].[NH3:21]>>[O:2]=[C:3]([CH2:4][c:5]1[c:6]2[cH:7][c:8]([CH2:16][N:17]([CH3:18])[CH3:19])[cH:9][n:10][c:11]2[cH:12][cH:13][c:14]1[Cl:15])[NH2:21]. Starting materials: N1CCOCC1 (morpholine), pivaloyl ester, ClCCl (dichloromethane), C(C)N1C=C(C(C2=CC(=CN=C12)NC1CC2=CC=CC=C2C1)=O)C(=O)O (1-ethyl-6-(indan-2-ylamino)-4-oxo-1,8-naphthyridine-3-carboxylic acid), C(C(C)(C)C)(=O)Cl (Pivaloyl chloride). The reagents and catalysts are CN(C)C1=CC=NC=C1 (N,N-Dimethyl-4-aminopyridine). The solvent is C(C)N(CC)CC (triethylamine), CN(C)C=O (DMF). Reaction conditions: temperature 12.5 celsius, time 12.5 hour. Yields the product C1C(CC2=CC=CC=C12)NC=1C=C2C(C(=CN(C2=NC1)CC)C(=O)N1CCOCC1)=O (6-(2,3-Dihydro-1H-inden-2-ylamino)-1-ethyl-3-(morpholin-4-ylcarbonyl)-1,8-naphthyridin-4(1H)-one). RXN SMILES: ClCCl.[CH2:4]([N:6]1[C:15]2[C:10](=[CH:11][C:12]([NH:16][CH:17]3[CH2:25][C:24]4[C:19](=[CH:20][CH:21]=[CH:22][CH:23]=4)[CH2:18]3)=[CH:13][N:14]=2)[C:9](=[O:26])[C:8]([C:27](O)=[O:28])=[CH:7]1)[CH3:5].C(Cl)(=O)C(C)(C)C.[NH:37]1[CH2:42][CH2:41][O:40][CH2:39][CH2:38]1>CN(C1C=CN=CC=1)C.CN(C=O)C.C(N(CC)CC)C>[CH2:18]1[C:19]2[C:24](=[CH:23][CH:22]=[CH:21][CH:20]=2)[CH2:25][CH:17]1[NH:16][C:12]1[CH:11]=[C:10]2[C:15](=[N:14][CH:13]=1)[N:6]([CH2:4][CH3:5])[CH:7]=[C:8]([C:27]([N:37]1[CH2:42][CH2:41][O:40][CH2:39][CH2:38]1)=[O:28])[C:9]2=[O:26]. Reported procedure: 160.0 L of dichloromethane (water content should be no more than 0.1%), 1-ethyl-6-(indan-2-ylamino)-4-oxo-1,8-naphthyridine-3-carboxylic acid (4.0 kg) and triethylamine (3.5 kg) were sequentially added to reactor at 25-30° C. under nitrogen atmosphere and the reaction mixture was cooled to 10-15° C. Pivaloyl chloride (4.1 kg) was slowly added to reaction mixture keeping the reaction temperature at 10-15° C. Then, the reaction temperature was raised to 25-30° C. and stirred. The reaction progress... Starting materials: BrC=1C=NN2C1N=CC(=C2NC2=C(C=C(C=C2)F)C)C(=O)O (3-Bromo-7-(4-fluoro-2-methylphenylamino)pyrazolo[1,5-a]pyrimidine-6-carboxylic acid), Cl.FC1(CCNCC1)C1=CC=C(C=C1)F (4-fluoro-4-(4-fluorophenyl)piperidine hydrochloride). Product: BrC=1C=NN2C1N=CC(=C2NC2=C(C=C(C=C2)F)C)C(=O)N2CCC(CC2)(C2=CC=C(C=C2)F)F (3-Bromo-6-[4-fluoro-4-(4-fluorophenyl)piperidine-1-carbonyl]-7-(4-fluoro-2-methylphenylamino)pyrazolo[1,5-a]pyrimidine). The yield is 48.3%. RXN SMILES: [Br:1][C:2]1[CH:3]=[N:4][N:5]2[C:10]([NH:11][C:12]3[CH:17]=[CH:16][C:15]([F:18])=[CH:14][C:13]=3[CH3:19])=[C:9]([C:20](O)=[O:21])[CH:8]=[N:7][C:6]=12.Cl.[F:24][C:25]1([C:31]2[CH:36]=[CH:35][C:34]([F:37])=[CH:33][CH:32]=2)[CH2:30][CH2:29][NH:28][CH2:27][CH2:26]1>>[Br:1][C:2]1[CH:3]=[N:4][N:5]2[C:10]([NH:11][C:12]3[CH:17]=[CH:16][C:15]([F:18])=[CH:14][C:13]=3[CH3:19])=[C:9]([C:20]([N:28]3[CH2:27][CH2:26][C:25]([F:24])([C:31]4[CH:36]=[CH:35][C:34]([F:37])=[CH:33][CH:32]=4)[CH2:30][CH2:29]3)=[O:21])[CH:8]=[N:7][C:6]=12 |f:1.2|. Procedure details: In the same manner as in Example 21, step 5 and using 3-bromo-7-(4-fluoro-2-methylphenylamino)pyrazolo[1,5-a]pyrimidine-6-carboxylic acid (100 mg, 0.27 mmol) obtained in step 2 and 4-fluoro-4-(4-fluorophenyl)piperidine hydrochloride (WO2008/012622, 71 mg, 0.33 mmol), the title compound (71 mg, 48%) was obtained. The reactants are CC(C)(C)[Si](C)(C)OCCc1ccc2cc(-c3cncnc3)ccc2c1, CCCC[N+](CCCC)(CCCC)CCCC, C1CCOC1, [F-], O. Yields the product OCCc1ccc2cc(-c3cncnc3)ccc2c1. RXN SMILES: [C:1]([Si:2]([CH3:3])([CH3:4])[O:6][CH2:7][CH2:8][c:9]1[cH:10][c:11]2[cH:12][cH:13][c:14](-[c:19]3[cH:20][n:21][cH:22][n:23][cH:24]3)[cH:15][c:16]2[cH:17][cH:18]1)([CH3:5])([CH3:25])[CH3:26].[CH2:28]([N+:29]([CH2:30][CH2:31][CH2:32][CH3:33])([CH2:34][CH2:35][CH2:36][CH3:37])[CH2:38][CH2:39][CH2:40][CH3:41])[CH2:42][CH2:43][CH3:44].[CH2:46]1[O:47][CH2:48][CH2:49][CH2:50]1.[F-:27].[OH2:45]>>[OH:6][CH2:7][CH2:8][c:9]1[cH:10][c:11]2[cH:12][cH:13][c:14](-[c:19]3[cH:20][n:21][cH:22][n:23][cH:24]3)[cH:15][c:16]2[cH:17][cH:18]1. The reactants are CS(=O)(=O)c1ccc(N)cc1, CCCN(CC1CC1)c1cc(C(=O)O)ncn1. Yields the product CCCN(CC1CC1)c1cc(C(=O)Nc2ccc(S(C)(=O)=O)cc2)ncn1. Reaction SMILES: [CH3:18][S:19](=[O:20])(=[O:21])[c:22]1[cH:23][cH:24][c:25]([NH2:26])[cH:27][cH:28]1.[CH:1]1([CH2:4][N:5]([c:6]2[cH:7][c:8]([C:12](=[O:13])[OH:14])[n:9][cH:10][n:11]2)[CH2:15][CH2:16][CH3:17])[CH2:2][CH2:3]1>>[CH:1]1([CH2:4][N:5]([c:6]2[cH:7][c:8]([C:12](=[O:14])[NH:26][c:25]3[cH:24][cH:23][c:22]([S:19]([CH3:18])(=[O:20])=[O:21])[cH:28][cH:27]3)[n:9][cH:10][n:11]2)[CH2:15][CH2:16][CH3:17])[CH2:2][CH2:3]1.